Dataset: the Open Reaction Database (ORD), a public repository of structured organic reaction records. Task: describe an organic reaction: reactants, conditions, products, and yield Run in CS(=O)C (DMSO). Yields the product O=C1OC[C@@H](N1)CC=1C=C2C(=CNC2=CC1)CCO ((S)-2-[5-(2-oxo-1,3-oxazolidin-4-ylmethyl)-1 H-indol-3-yl]ethyl Alcohol). RXN SMILES: I[C:2]1[CH:3]=[C:4]([CH:12]=[CH:13][C:14]=1[NH2:15])[CH2:5][C@H:6]1[CH2:10][O:9][C:8](=[O:11])[NH:7]1.C([Si](CC)(CC)[CH:19]([OH:30])[CH2:20][C:21]#[C:22][Si](CC)(CC)CC)C.C(NC[C@@H]1CCN(CCC2C3C(=CC=C(CS(N)(=O)=O)C=3)NC=2)C1)C1C=CC=CC=1>CS(C)=O>[O:11]=[C:8]1[NH:7][C@@H:6]([CH2:5][C:4]2[CH:3]=[C:2]3[C:14](=[CH:13][CH:12]=2)[NH:15][CH:22]=[C:21]3[CH2:20][CH2:19][OH:30])[CH2:10][O:9]1. Procedure: Prepared from (S)-4-(3-iodo-4-aminobenzyl)-1,3-oxazolidin-2-one and 1,4-bis-triethylsilyl-3-butyn-1-ol as described for Intermediate 2, δ (360 MHz, D6 -DMSO) 2.74-2.91 (4H, m, 2 of CH2), 3.64 (2H, t, J=7.3Hz, CH2), 4.00-4.08 (2H, m, CH2), 4.20-4.26 (1H, m, CH), 6.92 (1H, dd, J=1.4 and 8.2Hz. Ar--H), 7.10 (1H, s, Ar--H), 7.25 (1H, d, J=8.2Hz, Ar--H), 7.36(1H, s, Ar--H), 7.75 (1H, s, NH), 10.69 (1H, s. NH). Reactants: D6, IC=1C=C(C[C@@H]2NC(OC2)=O)C=CC1N ((S)-4-(3-iodo-4-aminobenzyl)-1,3-oxazolidin-2-one), C(C)[Si](C(CC#C[Si](CC)(CC)CC)O)(CC)CC (1,4-bis-triethylsilyl-3-butyn-1-ol), C(C1=CC=CC=C1)NC[C@H]1CN(CC1)CCC1=CNC2=CC=C(C=C12)CS(=O)(=O)N ((3S)-3-(N-Benzyl)aminomethyl-1-[2-(5-(aminosulphonylmethyl)-1H-indol-3-yl)ethyl]pyrrolidine). Starting materials: C[Mg]Br (methylmagnesium bromide), C1(CCCC1)C=O (cyclopentanecarbaldehyde), C(C)(C)(C)[S@](=O)N ((S)-(−)-tert-butylsulfinamide), [Cl-].[NH4+] (ammonium chloride). Reagents/catalysts: S(=O)(=O)([O-])[O-].[Cu+2] (copper sulfate). The solvent is C(C)OCC (diethylether), ClCCl (dichloromethane), ClCCl (dichloromethane), O (water). Reaction conditions: temperature -45 celsius, time 3 hour. The product is C1(CCCC1)[C@@H](C)N[S@@](=O)C(C)(C)C ((S)—N—((R)-1-cyclopentylethyl)-2-methylpropane-2-sulfinamide). RXN SMILES: [CH:1]1([CH:6]=O)[CH2:5][CH2:4][CH2:3][CH2:2]1.[C:8]([S@@:12]([NH2:14])=[O:13])([CH3:11])([CH3:10])[CH3:9].[CH3:15][Mg]Br.[Cl-].[NH4+]>ClCCl.C(OCC)C.S([O-])([O-])(=O)=O.[Cu+2].O>[CH:1]1([C@H:6]([NH:14][S@:12]([C:8]([CH3:11])([CH3:10])[CH3:9])=[O:13])[CH3:15])[CH2:5][CH2:4][CH2:3][CH2:2]1 |f:3.4,7.8|. Procedure details: A solution of cyclopentanecarbaldehyde (0.45 mL), (S)-(−)-tert-butylsulfinamide (556 mg), and copper sulfate (1.34 g) in dichloromethane (10 mL) was stirred at room temperature for 24 hours. The reaction solution was filtered over celite, the solvent was then evaporated under reduced pressure, and the obtained residue was purified by silica gel column chromatography (hexane-ethyl acetate) to obtain a colorless oily substance. A solution of the obtained oily substance in dichloromethane (18 mL) w... Reactants: white crystals, ClC1=C(C=O)C(=CC(=C1)O)Cl (2,6-dichloro-4-hydroxy-benzaldehyde), C([O-])([O-])=O.[K+].[K+] (potassium carbonate), C(C1=CC=CC=C1)Br (benzyl bromide). Solvent: CN(C=O)C (dimethylformamide). Run at time 8 hour. Product: ClC1=C(C=O)C(=CC(=C1)OCC1=CC=CC=C1)Cl (2,6-dichloro-4-benzyloxy-benzaldehyde). As a reaction SMILES: [Cl:1][C:2]1[CH:9]=[C:8]([OH:10])[CH:7]=[C:6]([Cl:11])[C:3]=1[CH:4]=[O:5].C(=O)([O-])[O-].[K+].[K+].[CH2:18](Br)[C:19]1[CH:24]=[CH:23][CH:22]=[CH:21][CH:20]=1>CN(C)C=O>[Cl:1][C:2]1[CH:9]=[C:8]([O:10][CH2:18][C:19]2[CH:24]=[CH:23][CH:22]=[CH:21][CH:20]=2)[CH:7]=[C:6]([Cl:11])[C:3]=1[CH:4]=[O:5] |f:1.2.3|. Procedure: Treat a mixture of 2,6-dichloro-4-hydroxy-benzaldehyde (250 g, 1.3 mol) and potassium carbonate (361.8 g, 2.62 mol) in 2 L dimethylformamide with benzyl bromide (268.64 g, 1.57 mol). Stir the reaction at room temperature for 1 hour. Filter off solids and pour into 12 L of water. Filter off solid, wash several times with water, air dry and dissolve in ethyl acetate. Dry over magnesium sulfate, filter and concentrate under vacuum to ˜1.5 L. Allow to sit overnight then filter. Wash solid with minim... The reactants are CC(CC1=C(C=CC(=N1)COC=1C=C(C=C(C1)C)CCC(=O)O)C1=C(C=CC(=C1)OC)F)(C)C (3-(3-((6-(2,2-dimethylpropyl)-5-(2-fluoro-5-methoxyphenyl)pyridin-2-yl)methoxy)-5-methylphenyl)propanoic acid), C[O-].[Na+] (sodium methoxide). The solvent is CO (methanol). Reaction conditions: time 1 hour. Yields the product CC(CC1=C(C=CC(=N1)COC=1C=C(C=C(C1)C)CCC(=O)[O-])C1=C(C=CC(=C1)OC)F)(C)C.[Na+] (sodium 3-(3-((6-(2,2-dimethylpropyl)-5-(2-fluoro-5-methoxyphenyl)pyridin-2-yl)methoxy)-5-methylphenyl)propanoate). Yield: 56.2%. RXN SMILES: [CH3:1][C:2]([CH3:34])([CH3:33])[CH2:3][C:4]1[N:9]=[C:8]([CH2:10][O:11][C:12]2[CH:13]=[C:14]([CH2:19][CH2:20][C:21]([OH:23])=[O:22])[CH:15]=[C:16]([CH3:18])[CH:17]=2)[CH:7]=[CH:6][C:5]=1[C:24]1[CH:29]=[C:28]([O:30][CH3:31])[CH:27]=[CH:26][C:25]=1[F:32].C[O-].[Na+:37]>CO>[CH3:1][C:2]([CH3:34])([CH3:33])[CH2:3][C:4]1[N:9]=[C:8]([CH2:10][O:11][C:12]2[CH:13]=[C:14]([CH2:19][CH2:20][C:21]([O-:23])=[O:22])[CH:15]=[C:16]([CH3:18])[CH:17]=2)[CH:7]=[CH:6][C:5]=1[C:24]1[CH:29]=[C:28]([O:30][CH3:31])[CH:27]=[CH:26][C:25]=1[F:32].[Na+:37] |f:1.2,4.5|. Procedure details: To a solution of 3-(3-((6-(2,2-dimethylpropyl)-5-(2-fluoro-5-methoxyphenyl)pyridin-2-yl)methoxy)-5-methylphenyl)propanoic acid (259 mg) in methanol (5.0 mL) was added sodium methoxide (29 mg) at room temperature, and the mixture was stirred for 1 hr. The reaction mixture was concentrated under reduced pressure. The residue was washed with hexane, and dried to give the title compound (147 mg) as a white solid. The reactants are ClCCCN(CC)CC ((3-Chloro-propyl)-diethyl-amine), TEA, NC1=CC=C(C=C1)S(=NC(C1=CN=CC(=C1)C#CC1=CC(=CC=C1)NC(=O)C1=CC(=NN1C)C)=O)(=O)C (N-[(4-{amino}phenyl)(methyl)oxido--sulfanylidene]-5-[(3-{[(1,3-dimethyl-1H-pyrazol-5-yl)carbonyl]amino}phenyl)ethynyl]nicotinamide). Solvent: CCOC(=O)C (EtOAc), O1CCOCC1 (dioxane). Reaction conditions: temperature 100 celsius. The product is CN(CCCNC1=CC=C(C=C1)S(=NC(C1=CN=CC(=C1)C#CC1=CC(=CC=C1)NC(=O)C1=CC(=NN1C)C)=O)(=O)C)C (N-[(4-{[3-(dimethylamino)propyl]amino}phenyl)(methyl)oxido--sulfanylidene]-5-[(3-{[(1,3-dimethyl-1H-pyrazol-5-yl)carbonyl]amino}phenyl)ethynyl]nicotinamide). Yield: 4.0%. RXN SMILES: [NH2:1][C:2]1[CH:7]=[CH:6][C:5]([S:8]([CH3:37])(=[O:36])=[N:9][C:10](=[O:35])[C:11]2[CH:16]=[C:15]([C:17]#[C:18][C:19]3[CH:24]=[CH:23][CH:22]=[C:21]([NH:25][C:26]([C:28]4[N:32]([CH3:33])[N:31]=[C:30]([CH3:34])[CH:29]=4)=[O:27])[CH:20]=3)[CH:14]=[N:13][CH:12]=2)=[CH:4][CH:3]=1.Cl[CH2:39][CH2:40][CH2:41][N:42]([CH2:45]C)[CH2:43]C>O1CCOCC1.CCOC(C)=O>[CH3:43][N:42]([CH3:45])[CH2:41][CH2:40][CH2:39][NH:1][C:2]1[CH:7]=[CH:6][C:5]([S:8]([CH3:37])(=[O:36])=[N:9][C:10](=[O:35])[C:11]2[CH:16]=[C:15]([C:17]#[C:18][C:19]3[CH:24]=[CH:23][CH:22]=[C:21]([NH:25][C:26]([C:28]4[N:32]([CH3:33])[N:31]=[C:30]([CH3:34])[CH:29]=4)=[O:27])[CH:20]=3)[CH:14]=[N:13][CH:12]=2)=[CH:4][CH:3]=1. Reported procedure: N-[(4-{amino}phenyl)(methyl)oxido--sulfanylidene]-5-[(3-{[(1,3-dimethyl-1H-pyrazol-5-yl)carbonyl]amino}phenyl)ethynyl]nicotinamide (0.085 g, 0.168 mmol) was dissolved in dioxane (1.7 mL) then treated with (3-Chloro-propyl)-diethyl-amine (0.047 g, 0.252 mmol) and TEA (0.070 mL, 0.504 mmol). The reaction mixture was then heated to 100° C. for 48 h then cooled to room temperature. The cooled mixture was dissolved in EtOAc (5 mL) and then extracted with water (3×5 mL) and with brine (5 mL). The orga... Starting materials: C(C)(C)(C)OC(=O)C1=CC=C(C=C1)CC(=O)O ([4-(tert-butoxycarbonyl)phenyl]acetic acid), O=O (oxygen), [Cl-].[NH4+] (ammonium chloride). The solvent is C1CCOC1 (THF). Run at temperature 0 celsius, time 4 hour. Yields the product OCCC1=CC=C(C(=O)OC(C)(C)C)C=C1 (tert-Butyl 4-(2-hydroxyethyl)benzoate). Yield: 94.5%. RXN SMILES: [C:1]([O:5][C:6]([C:8]1[CH:13]=[CH:12][C:11]([CH2:14][C:15](O)=[O:16])=[CH:10][CH:9]=1)=[O:7])([CH3:4])([CH3:3])[CH3:2].O=O.[Cl-].[NH4+]>C1COCC1>[OH:16][CH2:15][CH2:14][C:11]1[CH:12]=[CH:13][C:8]([C:6]([O:5][C:1]([CH3:2])([CH3:4])[CH3:3])=[O:7])=[CH:9][CH:10]=1 |f:2.3|. Procedure: 30.47 ml (30.47 mmol) of 1 M borane-THF complex solution are slowly added dropwise to a solution of 3.6 g (15.24 mmol) of [4-(tert-butoxycarbonyl)phenyl]acetic acid in 100 ml of THF at −10° C. with exclusion of oxygen. The mixture is stirred at 0° C. for 4 hours. Subsequently, ammonium chloride solution is added and the mixture is extracted with diethyl ether. The combined organic phases are washed with sodium chloride solution, dried over sodium sulphate and evaporated. 3.2 g (14.4 mmol, 92% yi... The reactants are FC1=CC=C(C=C1)CCO (4-fluorobenzeneethanol), BrCCCCBr (1,4-dibromobutane), [OH-].[Na+] (sodium hydroxide). Reagents/catalysts: S([O-])(O)(=O)=O.C(CCC)[N+](CCCC)(CCCC)CCCC (tetrabutylammonium bisulphate). The solvent is O (water). Run at time 20 hour. Yields the product BrCCCCOCCC1=CC=C(C=C1)F (1-[2-(4-Bromobutoxy)ethyl]-4-fluorobenzene). The yield is 88.1%. As a reaction SMILES: [F:1][C:2]1[CH:7]=[CH:6][C:5]([CH2:8][CH2:9][OH:10])=[CH:4][CH:3]=1.[Br:11][CH2:12][CH2:13][CH2:14][CH2:15]Br.[OH-].[Na+]>S(=O)(=O)(O)[O-].C([N+](CCCC)(CCCC)CCCC)CCC.O>[Br:11][CH2:12][CH2:13][CH2:14][CH2:15][O:10][CH2:9][CH2:8][C:5]1[CH:6]=[CH:7][C:2]([F:1])=[CH:3][CH:4]=1 |f:2.3,4.5|. Procedure: A mixture of 4-fluorobenzeneethanol (10.0 g), 1,4-dibromobutane (59.0 g), aqueous sodium hydroxide (50% w/v; 40 ml) and tetrabutylammonium bisulphate (1 g) was stirred at room temperature for 20 h, diluted with water (50 ml) and extracted with ER (2×100 ml). The dried extract was evaporated and the residue was purified by [C] eluting with cyclohexane followed by cyclohexane-ER (19:1) to give the title compound as a colourless oil (17.3 g). T.l.c. (cyclohexane-ER 9:1) Rf 0.4 Reactants: ClC1=CC=C(C(=O)N(C)[C@@H]2CN(C[C@H]2O)CC)C=C1 (trans-4-chloro-N-(1-ethyl-4-hydroxy-3-pyrrolidinyl)-N-methylbenzamide), [H][H] (hydrogen). The reagents and catalysts are [Pd] (palladium-on-charcoal). The solvent is C(C)O (ethanol). Product: Cl.C(C)N1C[C@H]([C@@H](C1)O)N(C(C1=CC=CC=C1)=O)C (Trans-N-(1-ethyl-4-hydroxy-3-pyrrolidinyl)-N-methylbenzamide Hydrochloride). Yield: 97.2%. Reaction SMILES: [Cl:1][C:2]1[CH:19]=[CH:18][C:5]([C:6]([N:8]([C@H:10]2[C@H:14]([OH:15])[CH2:13][N:12]([CH2:16][CH3:17])[CH2:11]2)[CH3:9])=[O:7])=[CH:4][CH:3]=1.[H][H]>C(O)C.[Pd]>[ClH:1].[CH2:16]([N:12]1[CH2:13][C@@H:14]([OH:15])[C@H:10]([N:8]([CH3:9])[C:6](=[O:7])[C:5]2[CH:18]=[CH:19][CH:2]=[CH:3][CH:4]=2)[CH2:11]1)[CH3:17] |f:4.5|. Reported procedure: A solution of 14 g (49.5 mmoles) of trans-4-chloro-N-(1-ethyl-4-hydroxy-3-pyrrolidinyl)-N-methylbenzamide in 150 ml of absolute ethanol was treated with ca. 0.5 g of palladium-on-charcoal catalyst and was shaken with hydrogen at 60° C. in the Parr reduction apparatus for 3 hr. The mixture was cooled and filtered and the filtrate was concentrated. The residue crystallized when it was stirred with 3:1 diethyl ether-acetone. Separation of the precipitate gave 13.7 g (97%) of white powder; m.p. 160°... Starting materials: NCC1=NN=C2N1C1=C(C(=NC2)C2=C(C=CC=C2)Cl)C=C(S1)CC (9-Aminomethyl-4-(2-chlorophenyl)-2-ethyl-6H-thieno[3,2-f] [1,2,4]triazolo[4,3-a] [1,4]diazepine), CC=1C=C(C=CC1)N=C=O (3-Methylphenyl isocyanate). Solvent: C(Cl)(Cl)Cl (chloroform). Run at time 3 hour. The product is ClC1=C(C=CC=C1)C1=NCC=2N(C3=C1C=C(S3)CC)C(=NN2)CNC(=O)NC2=CC(=CC=C2)C (N-(4-(2-chlorophenyl)-2-ethyl-6H-thieno[3,2-f] [1,2,4]triazolo[4,3-a] [1,4]diazepin-9-ylmethyl)-N'-(3-methylphenyl)urea). The yield is 100.1%. Reaction SMILES: [NH2:1][CH2:2][C:3]1[N:7]2[C:8]3[S:22][C:21]([CH2:23][CH3:24])=[CH:20][C:9]=3[C:10]([C:13]3[CH:18]=[CH:17][CH:16]=[CH:15][C:14]=3[Cl:19])=[N:11][CH2:12][C:6]2=[N:5][N:4]=1.[CH3:25][C:26]1[CH:27]=[C:28]([N:32]=[C:33]=[O:34])[CH:29]=[CH:30][CH:31]=1>C(Cl)(Cl)Cl>[Cl:19][C:14]1[CH:15]=[CH:16][CH:17]=[CH:18][C:13]=1[C:10]1[C:9]2[CH:20]=[C:21]([CH2:23][CH3:24])[S:22][C:8]=2[N:7]2[C:3]([CH2:2][NH:1][C:33]([NH:32][C:28]3[CH:29]=[CH:30][CH:31]=[C:26]([CH3:25])[CH:27]=3)=[O:34])=[N:4][N:5]=[C:6]2[CH2:12][N:11]=1. Procedure details: 9-Aminomethyl-4-(2-chlorophenyl)-2-ethyl-6H-thieno[3,2-f] [1,2,4]triazolo[4,3-a] [1,4]diazepine (1.07 g) was dissolved in chloroform (50 ml). 3-Methylphenyl isocyanate (0.44 g) was added at room temperature, and the mixture was stirred for 3 hours. The reaction mixture was concentrated, and crystallized from ethyl acetate. The crude crystals were recrystallized from methanol to give 1.47 g of N-(4-(2-chlorophenyl)-2-ethyl-6H-thieno[3,2-f] [1,2,4]triazolo[4,3-a] [1,4]diazepin-9-ylmethyl)-N'-(3-me...